From a dataset of the Open Reaction Database (ORD), a public repository of structured organic reaction records. describe an organic reaction: reactants, conditions, products, and yield Reactants: COS(=O)(=O)OC, Cc1ccccc1, Cc1c(C)c2c(c(O)c1C=O)C(C)(C)CCC2(C)C, Cl, [K+], [OH-]. The product is COc1c(C=O)c(C)c(C)c2c1C(C)(C)CCC2(C)C. As a reaction SMILES: [CH3:22][O:23][S:24]([O:25][CH3:26])(=[O:27])=[O:28].[CH3:30][c:31]1[cH:32][cH:33][cH:34][cH:35][cH:36]1.[CH:1](=[O:2])[c:3]1[c:4]([OH:19])[c:5]2[c:10]([c:11]([CH3:14])[c:12]1[CH3:13])[C:9]([CH3:15])([CH3:16])[CH2:8][CH2:7][C:6]2([CH3:17])[CH3:18].[ClH:29].[K+:21].[OH-:20]>>[CH:1](=[O:2])[c:3]1[c:4]([O:19][CH3:22])[c:5]2[c:10]([c:11]([CH3:14])[c:12]1[CH3:13])[C:9]([CH3:15])([CH3:16])[CH2:8][CH2:7][C:6]2([CH3:17])[CH3:18]. The reactants are Cl.ClCCOC=1C=C2C(=NC=NC2=CC1OCCCl)NC1=CC(=CC=C1)C#C ([6,7-Bis-(2-chloro-ethoxy)-quinazolin-4-yl]-(3-ethynyl-phenyl)-amine Hydrochloride), C(C)(=O)[O-] (acetate). Run in CN(C)C=O (DMF). Product: C(C)(=O)OCCOC=1C=C2C(=NC=NC2=CC1OCCOC(C)=O)NC1=CC(=CC=C1)C#C (6,7-Bis(2-acetoxy-ethoxy)-4-(3-ethynyl-phenylamino)-quinazoline). Yield: 135.2%. RXN SMILES: Cl.Cl[CH2:3][CH2:4][O:5][C:6]1[CH:7]=[C:8]2[C:13](=[CH:14][C:15]=1[O:16][CH2:17][CH2:18]Cl)[N:12]=[CH:11][N:10]=[C:9]2[NH:20][C:21]1[CH:26]=[CH:25][CH:24]=[C:23]([C:27]#[CH:28])[CH:22]=1.[C:29]([O-:32])(=[O:31])[CH3:30]>CN(C=O)C>[C:29]([O:32][CH2:3][CH2:4][O:5][C:6]1[CH:7]=[C:8]2[C:13](=[CH:14][C:15]=1[O:16][CH2:17][CH2:18][O:32][C:29](=[O:31])[CH3:30])[N:12]=[CH:11][N:10]=[C:9]2[NH:20][C:21]1[CH:26]=[CH:25][CH:24]=[C:23]([C:27]#[CH:28])[CH:22]=1)(=[O:31])[CH3:30] |f:0.1|. Procedure: The title product of Example 29 (200 mg, 0.456 mmol) was treated with cesuim acetate (1.75 g, 9.12 mmol) in DMF (3 mL) at 120° C. under an atmosphere of N2 for 16 hours. The reaction mixture was partitioned between brine and CHCl3, and the organic extract was washed with brine, dried over Na2SO4, filtered and concentrated in vacuo to afford an oil (277 mg) which was recrystallized from CH2 Cl2 /hexane. (184 mg; 90%; M.P. 137°-138° C.; LC-MS: 450 (MH+); anal. RP18-HPLC RT: 4.64 min.). Procedure: To a 50 liter resin pot equipped with stirrer, thermometer, nitrogen-inlet, internal steam coil and reflux condenser is charged 31.5 liters of benzene, 1.025 liters of isoamyl nitrite and 700 g. (5.43 moles) of 2,4-difluoroaniline. RXN SMILES: N(OCCC(C)C)=O.[F:9][C:10]1[CH:16]=[C:15]([F:17])[CH:14]=[CH:13][C:11]=1N.[CH:18]1[CH:23]=[CH:22][CH:21]=[CH:20][CH:19]=1>>[F:9][C:10]1[CH:16]=[C:15]([F:17])[CH:14]=[CH:13][C:11]=1[C:18]1[CH:23]=[CH:22][CH:21]=[CH:20][CH:19]=1. Yields the product FC1=C(C=CC(=C1)F)C1=CC=CC=C1 (2,4-difluorobiphenyl). The reactants are resin, N(=O)OCCC(C)C (isoamyl nitrite), C1=CC=CC=C1 (benzene), FC1=C(N)C=CC(=C1)F (2,4-difluoroaniline). Reactants: [Cl-].O[NH3+] (hydroxylammonium chloride), C(O)([O-])=O.[Na+] (sodium hydrogen carbonate), CS(=O)C (dimethyl sulfoxide), O1CCC2=C1C=CC(=C2)N2C(=NC(=C(C2=O)CC2=CC=C(C=C2)C=2C(=CC=CC2)C#N)OCC)C (4′-{[1-(2,3-dihydro-1-benzofuran-5-yl)-4-ethoxy-2-methyl-6-oxo-1,6-dihydropyrimidin-5-yl]methyl}biphenyl-2-carbonitrile). The solvent is C(C)(=O)OCC (ethyl acetate). Conditions: temperature 40 celsius, time 30 minute. The product is O1CCC2=C1C=CC(=C2)N2C(=NC(=C(C2=O)CC2=CC=C(C=C2)C2=C(C=CC=C2)C2=NOC(N2)=O)OCC)C (3-(2,3-dihydro-1-benzofuran-5-yl)-6-ethoxy-2-methyl-5-{[2′-(5-oxo-4,5-dihydro-1,2,4-oxadiazol-3-yl)biphenyl-4-yl]methyl}pyrimidin-4(3H)-one). Yield: 35.1%. RXN SMILES: [Cl-].O[NH3+:3].[C:4](=[O:7])([O-])[OH:5].[Na+].CS(C)=O.[O:13]1[C:17]2[CH:18]=[CH:19][C:20]([N:22]3[C:27](=[O:28])[C:26]([CH2:29][C:30]4[CH:35]=[CH:34][C:33]([C:36]5[C:37]([C:42]#[N:43])=[CH:38][CH:39]=[CH:40][CH:41]=5)=[CH:32][CH:31]=4)=[C:25]([O:44][CH2:45][CH3:46])[N:24]=[C:23]3[CH3:47])=[CH:21][C:16]=2[CH2:15][CH2:14]1>C(OCC)(=O)C>[O:13]1[C:17]2[CH:18]=[CH:19][C:20]([N:22]3[C:27](=[O:28])[C:26]([CH2:29][C:30]4[CH:35]=[CH:34][C:33]([C:36]5[CH:41]=[CH:40][CH:39]=[CH:38][C:37]=5[C:42]5[NH:3][C:4](=[O:7])[O:5][N:43]=5)=[CH:32][CH:31]=4)=[C:25]([O:44][CH2:45][CH3:46])[N:24]=[C:23]3[CH3:47])=[CH:21][C:16]=2[CH2:15][CH2:14]1 |f:0.1,2.3|. Reported procedure: A mixture of hydroxylammonium chloride (0.47 g), sodium hydrogen carbonate (0.76 g) and dimethyl sulfoxide (15 mL) was stirred at 40° C. for 30 min, 4′-{[1-(2,3-dihydro-1-benzofuran-5-yl)-4-ethoxy-2-methyl-6-oxo-1,6-dihydropyrimidin-5-yl]methyl}biphenyl-2-carbonitrile (0.21 g) was added, and the mixture was stirred at 90° C. for 16 hr. The reaction mixture was diluted with ethyl acetate, washed with water and then with saturated brine, and dried over anhydrous magnesium sulfate. The solvent was ... The reactants are [BH4-], COC(=O)C(=C1CN(C(c2ccc(Cl)cc2)c2cccc(C#N)c2)C1)c1cc(F)cc(Br)c1, C1CCOC1, CO, [Na+]. Yields the product COC(=O)C(c1cc(F)cc(Br)c1)C1CN(C(c2ccc(Cl)cc2)c2cccc(C#N)c2)C1. As a reaction SMILES: [BH4-:34].[Br:1][c:2]1[cH:3][c:4]([C:9]([C:10](=[O:11])[O:12][CH3:13])=[C:14]2[CH2:15][N:16]([CH:18]([c:19]3[cH:20][c:21]([C:25]#[N:26])[cH:22][cH:23][cH:24]3)[c:27]3[cH:28][cH:29][c:30]([Cl:33])[cH:31][cH:32]3)[CH2:17]2)[cH:5][c:6]([F:8])[cH:7]1.[CH2:36]1[O:37][CH2:38][CH2:39][CH2:40]1.[CH3:41][OH:42].[Na+:35]>>[Br:1][c:2]1[cH:3][c:4]([CH:9]([C:10](=[O:11])[O:12][CH3:13])[CH:14]2[CH2:15][N:16]([CH:18]([c:19]3[cH:20][c:21]([C:25]#[N:26])[cH:22][cH:23][cH:24]3)[c:27]3[cH:28][cH:29][c:30]([Cl:33])[cH:31][cH:32]3)[CH2:17]2)[cH:5][c:6]([F:8])[cH:7]1. The reactants are CN(CCC1=CC=CC=C1)C1CCN(CC1)C(=O)C1=CC(=NC2=CC=CC=C12)OCC1=CC=CC=C1 (4-{4-[N-methyl-N-(2-phenylethyl)amino]-1-piperidinyl)carbonyl-2-benzyloxyquinoline), [H][H] (hydrogen). Reagents/catalysts: [C].[Pd] (palladium-carbon). Solvent: C(C)O (ethanol). Yields the product CN(CCC1=CC=CC=C1)C1CCN(CC1)C(=O)C1=CC(NC2=CC=CC=C12)=O (4-{4-[N-methyl-N-(2-phenylethyl)amino]-1-piperidinyl}carbonylcarbostyril). Isolated yield 3.4%. RXN SMILES: [CH3:1][N:2]([CH:11]1[CH2:16][CH2:15][N:14]([C:17]([C:19]2[C:28]3[C:23](=[CH:24][CH:25]=[CH:26][CH:27]=3)[N:22]=[C:21]([O:29]CC3C=CC=CC=3)[CH:20]=2)=[O:18])[CH2:13][CH2:12]1)[CH2:3][CH2:4][C:5]1[CH:10]=[CH:9][CH:8]=[CH:7][CH:6]=1.[H][H]>C(O)C.[C].[Pd]>[CH3:1][N:2]([CH:11]1[CH2:16][CH2:15][N:14]([C:17]([C:19]2[C:28]3[C:23](=[CH:24][CH:25]=[CH:26][CH:27]=3)[NH:22][C:21](=[O:29])[CH:20]=2)=[O:18])[CH2:13][CH2:12]1)[CH2:3][CH2:4][C:5]1[CH:6]=[CH:7][CH:8]=[CH:9][CH:10]=1 |f:3.4|. Reported procedure: 150 mg of 10% palladium-carbon was added to 11 g of 4-{4-[N-methyl-N-(2-phenylethyl)amino]-1-piperidinyl}carbonyl-2-benzyloxyquinoline (obtained in Reference Example 2) in 20 ml of ethanol. The mixture was stirred at room temperature at a hydrogen pressure of 1 atm. for 1 hour. The reaction mixture was filtered to remove the catalyst. The filtrate was concentrated under reduced pressure. The residue was crystallized from diethyl ether and then re- crystallized from ligroin-ethyl acetate to obtai...